This data is from the Open Reaction Database (ORD), a public repository of structured organic reaction records. The task is: describe an organic reaction: reactants, conditions, products, and yield Starting materials: C1(C(C(C(C(C1O)O)O)O)O)O (myo-inositol), C([C@@H]1[C@@H]([C@@H]([C@H]([C@H](O1)OC[C@@H]2[C@H]([C@@H]([C@H]([C@H](O2)O[C@]3([C@H]([C@@H]([C@H](O3)CO)O)O)CO)O)O)O)O)O)O)O (raffinose). Product: A34030, O=C[C@H](O)[C@@H](O)[C@H](O)[C@H](O)CO (D-glucose). Reaction SMILES: [CH:1]1([OH:12])[CH:6]([OH:7])[CH:5]([OH:8])[CH:4]([OH:9])[CH:3]([OH:10])[CH:2]1[OH:11].C(O)[C@H]1O[C@H](OC[C@H]2O[C@H](O[C@]3(CO)O[C@H](CO)[C@@H](O)[C@@H]3O)[C@H](O)[C@@H](O)[C@@H]2O)[C@H](O)[C@@H](O)[C@H]1O>>[O:7]=[CH:6][C@@H:5]([C@H:4]([C@@H:3]([C@@H:2]([CH2:1][OH:12])[OH:11])[OH:10])[OH:9])[OH:8]. Procedure details: Comparing to the growth of the strain A34030 on a D-glucose-supplemented medium as a positive control, addition of L-arabinose, D-fructose, sucrose, D-xylose and D-mannitol gave a similar growth of the strain A34030, respectively. On the other hand, addition of myo-inositol gave lesser growth of the strain, and on rhamnose-supplemented medium, the growth was not observed. Addition of raffinose gave better growth of the strain A34030 than that of D-glucose. The reactants are S1C(=CC=C1)S (2-thiophenethiol), CN1CCC=2C(CC1)=CC(C(C2)=O)=O (3-methyl-2,3,4,5-tetrahydro-1H-3-benzazepine-7,8-dione). Run in CO (methanol). Conditions: time 1 hour. Yields the product OC1=C(C2=C(CCN(CC2)C)C=C1O)SC=1SC=CC1 (7,8-dihydroxy-3-methyl-6-(2-thienylthio)-2,3,4,5-tetrahydro-1H-3-benzazepine). Reaction SMILES: [S:1]1[CH:5]=[CH:4][CH:3]=[C:2]1[SH:6].[CH3:7][N:8]1[CH2:14][CH2:13][C:12]2=[CH:15][C:16](=[O:20])[C:17](=[O:19])[CH:18]=[C:11]2[CH2:10][CH2:9]1>CO>[OH:20][C:16]1[C:17]([OH:19])=[CH:18][C:11]2[CH2:10][CH2:9][N:8]([CH3:7])[CH2:14][CH2:13][C:12]=2[C:15]=1[S:6][C:2]1[S:1][CH:5]=[CH:4][CH:3]=1. Procedure: To a stirred solution of 2-thiophenethiol (0.9 g., 0.0076 mole) in 200 ml. of methanol was added portionwise 2 g. (0.0074 mole) of 3-methyl-2,3,4,5-tetrahydro-1H-3-benzazepine-7,8-dione, at room temperature under argon. After stirring for 1 hour, the methanol was distilled under vacuum, the residue slurried in 30 ml. of water and filtered. The filtrate was made basic to give the product, 7,8-dihydroxy-3-methyl-6-(2-thienylthio)-2,3,4,5-tetrahydro-1H-3-benzazepine, m.p. 189°-191° C. Starting materials: C=C1CN(CC(=O)OCC)CC1NC(=O)c1ccc(Cl)s1, Nc1ccc(-n2ccccc2=O)cc1F. The product is C=C1CN(CC(=O)Nc2ccc(-n3ccccc3=O)cc2F)CC1NC(=O)c1ccc(Cl)s1. RXN SMILES: [CH2:1]([O:2][C:4]([CH2:5][N:6]1[CH2:7][CH:8]([NH:12][C:13](=[O:14])[c:15]2[s:16][c:17]([Cl:20])[cH:18][cH:19]2)[C:9](=[CH2:11])[CH2:10]1)=[O:21])[CH3:3].[NH2:22][c:23]1[c:24]([F:36])[cH:25][c:26](-[n:29]2[c:30](=[O:35])[cH:31][cH:32][cH:33][cH:34]2)[cH:27][cH:28]1>>[C:4]([CH2:5][N:6]1[CH2:7][CH:8]([NH:12][C:13](=[O:14])[c:15]2[s:16][c:17]([Cl:20])[cH:18][cH:19]2)[C:9](=[CH2:11])[CH2:10]1)(=[O:21])[NH:22][c:23]1[c:24]([F:36])[cH:25][c:26](-[n:29]2[c:30](=[O:35])[cH:31][cH:32][cH:33][cH:34]2)[cH:27][cH:28]1. Reactants: ClC1=C(C=C2CCNC2=C1)SC(C)C (6-Chloro-5-isopropylthioindoline), N1=CC(=CC=C1)N=C=O (3-pyridylisocyanate). Product: ClC1=C(C=C2CCN(C2=C1)C(NC=1C=NC=CC1)=O)SC(C)C (6-Chloro-5-isopropylthio-1-(3-pyridylcarbamoyl)indoline). Yield: 61.0%. As a reaction SMILES: [Cl:1][C:2]1[CH:10]=[C:9]2[C:5]([CH2:6][CH2:7][NH:8]2)=[CH:4][C:3]=1[S:11][CH:12]([CH3:14])[CH3:13].[N:15]1[CH:20]=[CH:19][CH:18]=[C:17]([N:21]=[C:22]=[O:23])[CH:16]=1>>[Cl:1][C:2]1[CH:10]=[C:9]2[C:5]([CH2:6][CH2:7][N:8]2[C:22](=[O:23])[NH:21][C:17]2[CH:16]=[N:15][CH:20]=[CH:19][CH:18]=2)=[CH:4][C:3]=1[S:11][CH:12]([CH3:14])[CH3:13]. Procedure details: 6-Chloro-5-isopropylthioindoline (D66) (0.35 g, 1.52 mmol) was treated with 3-pyridylisocyanate as in the procedure described in Example 1. The crude product was recrystallised from ethanol/diethyl ether to give the title compound (0.33 g, 61%) as a white crystalline solid m.p. 199°-201° C. RXN SMILES: [F:1][C:2]1[CH:16]=[CH:15][C:5]([C:6]([C:8]2[CH:13]=[CH:12][C:11]([F:14])=[CH:10][CH:9]=2)=[O:7])=[CH:4][CH:3]=1.[BH4-].[Na+].O[CH:20]1[CH2:25][CH2:24][NH:23][CH2:22][CH2:21]1.O.C1(C)C=CC(S(O)(=O)=O)=CC=1.Br[CH2:39][CH2:40][CH2:41][N:42]1[C:46](=[O:47])[C:45]2=[CH:48][CH:49]=[CH:50][CH:51]=[C:44]2[C:43]1=[O:52].C(=O)([O-])[O-].[K+].[K+]>C(O)C.O1CCCC1.C1(C)C=CC=CC=1.CN(C)C=O>[F:1][C:2]1[CH:16]=[CH:15][C:5]([CH:6]([C:8]2[CH:13]=[CH:12][C:11]([F:14])=[CH:10][CH:9]=2)[O:7][CH:20]2[CH2:25][CH2:24][N:23]([CH2:39][CH2:40][CH2:41][N:42]3[C:46](=[O:47])[C:45]4=[CH:48][CH:49]=[CH:50][CH:51]=[C:44]4[C:43]3=[O:52])[CH2:22][CH2:21]2)=[CH:4][CH:3]=1 |f:1.2,4.5,7.8.9,10.11|. Starting materials: BrCCCN1C(C=2C(C1=O)=CC=CC2)=O (N-(3-bromopropyl)phthalimide), C([O-])([O-])=O.[K+].[K+] (potassium carbonate), Ice water, [BH4-].[Na+] (sodium borohydride), OC1CCNCC1 (4-hydroxypiperidine), O.C1(=CC=C(C=C1)S(=O)(=O)O)C (p-toluenesulfonic acid monohydrate), FC1=CC=C(C(=O)C2=CC=C(C=C2)F)C=C1 (4,4′-difluorobenzophenone). Reported procedure: 25 g of 4,4′-difluorobenzophenone was dissolved in ethanol-tetrahydrofuran (180 ml-60 ml); 2.16 g of sodium borohydride was added under ice cooling conditions, followed by stirring at room temperature for 30 minutes. The mixture was concentrated under reduced pressure; the residue was diluted with ice water and extracted with ethyl acetate; the extract was washed with saline and dried with magnesium sulfate. The dry product was concentrated under reduced pressure; the oily substance obtained was... Yield: 68.7%. Reaction conditions: time 30 minute. Yields the product FC1=CC=C(C=C1)C(OC1CCN(CC1)CCCN1C(C=2C(C1=O)=CC=CC2)=O)C2=CC=C(C=C2)F (N-[3-[4-[bis(4-fluorophenyl)methoxy]piperidino]propyl]-phthalimide). The solvent is C1(=CC=CC=C1)C (toluene), CN(C=O)C (N,N-dimethylformamide), C(C)O.O1CCCC1 (ethanol tetrahydrofuran).